From a dataset of the Open Reaction Database (ORD), a public repository of structured organic reaction records. describe an organic reaction: reactants, conditions, products, and yield Reactants: COC(C(=CC(N(C)CC1=CC(=C(C=C1)Cl)Cl)=O)O)=O ((3,4-Dichloro-benzyl-methyl-carbamoyl]-2-hydroxy-acrylic acid methyl ester), COC(C(=CC(N(C)CC1=CC(=C(C=C1)Cl)Cl)=O)O)=O ((3,4-Dichloro-benzyl-methyl-carbamoyl]-2-hydroxy-acrylic acid methyl ester), C=O (paraformaldehyde), C(C)OP(OCC)(=O)CCN ((2-aminoethyl)phosphonic acid diethylester), ClC=1C=C(CN(C(=O)C=2CN(C(C2O)=O)C)C)C=CC1Cl (4-Hydroxy-1-methyl-5-oxo-2,5-dihydro-1H-pyrrole-3-carboxylic acid (3,4-dichloro-benzyl)-methyl amide). Solvent: C(Cl)Cl.CCCCCC (CH2Cl2 hexane). The product is C(C)OP(OCC)(=O)CCN1C(C(=C(C1)C(N(C)CC1=CC(=C(C=C1)Cl)Cl)=O)O)=O ((2-[4-[(3,4-Dichloro-benzyl)-methyl-carbamoyl]-3-hydroxy-2-oxo-2,5-dihydro-pyrrol-1-yl]-ethyl)-phosphonic acid diethyl ester). Isolated yield 44.0%. As a reaction SMILES: COC(=O)C(O)=CC(=O)N(CC1C=CC(Cl)=C(Cl)C=1)C.C=O.[CH2:23]([O:25][P:26]([CH2:31][CH2:32][NH2:33])(=[O:30])[O:27][CH2:28][CH3:29])[CH3:24].[Cl:34][C:35]1[CH:36]=[C:37]([CH:51]=[CH:52][C:53]=1[Cl:54])[CH2:38][N:39]([CH3:50])[C:40]([C:42]1[CH2:43]N(C)[C:45](=[O:48])[C:46]=1[OH:47])=[O:41]>C(Cl)Cl.CCCCCC>[CH2:28]([O:27][P:26]([CH2:31][CH2:32][N:33]1[CH2:43][C:42]([C:40](=[O:41])[N:39]([CH2:38][C:37]2[CH:51]=[CH:52][C:53]([Cl:54])=[C:35]([Cl:34])[CH:36]=2)[CH3:50])=[C:46]([OH:47])[C:45]1=[O:48])(=[O:30])[O:25][CH2:23][CH3:24])[CH3:29] |f:4.5|. Procedure details: 3-[(3,4-Dichloro-benzyl-methyl-carbamoyl]-2-hydroxy-acrylic acid methyl ester (Compound 12-B) was treated with paraformaldehyde and (2-aminoethyl)phosphonic acid diethylester as described in the preparation of Compound 12. Trituration with CH2Cl2/hexane gave the title compound (106 mg, 44% yield). 1H NMR (300 MHz, CDCl3) δ: 7.41 (d, 1H, J=8.05), 7.35 (s, 1H), 7.10 (dd, 1H, J=8.05, J=1.47), 4.60 (s, 2H), 4.25 (s, 2H), 4.11 (m, 4H), 3.77 (m, 2H), 3.02 (s, 3H), 2.17 (m, 2H), 1.31 (t, 6H, J=7.32). H... Reactants: C(C)(C)NO (N-isopropylhydroxylamine), C(C)(C)NO (N-Isopropylhydroxylamine), C(=O)C1=CC=C(O1)S(=O)(=O)O (5-formylfuran-2-sulfonic acid), [Na] (sodium). Solvent: CO (methanol). Reaction conditions: time 24 hour. Product: C(C)(C)[N+](=CC1=CC=C(O1)S(=O)(=O)O)[O-] (N-Isopropyl-α-(2-sulfofuran-5-yl)nitrone). Isolated yield 75.0%. As a reaction SMILES: [CH:1]([NH:4][OH:5])([CH3:3])[CH3:2].[CH:6]([C:8]1[O:12][C:11]([S:13]([OH:16])(=[O:15])=[O:14])=[CH:10][CH:9]=1)=O.[Na]>CO>[CH:1]([N+:4]([O-:5])=[CH:6][C:8]1[O:12][C:11]([S:13]([OH:16])(=[O:15])=[O:14])=[CH:10][CH:9]=1)([CH3:3])[CH3:2] |^1:16|. Procedure: N-Isopropylhydroxylamine (from Example A above) and 5-formylfuran-2-sulfonic acid, sodium salt hydrate (5.94 g) were refluxed in methanol (200 mL) for 24 hours. Another portion of N-isopropylhydroxylamine was added and the reaction stirred for 24 hours. The solvent was stripped to provide a pale yellow solid which was recrystallized from ethyl acetate to afford 5.72 g (75% yield) of the title compound, m.p.=230° C. (decomposed). HPLC analysis showed a major product of 88% by area. Depending upon... Yields the product C(C)(C)(C)C=1C=C(C=CC1)N=C=O (3-tert-butyl-phenyl isocyanate). Reactants: C(C)(C)(C)C=1C=C(N)C=CC1 (3-(tert-Butyl)aniline), C(C)(=O)OCC (ethyl acetate), Cl (hydrogen chloride), C(C)(=O)OCC (ethyl acetate). Procedure details: 3-(tert-Butyl)aniline (0.054 g, 0.36 mmol) was dissolved in ethyl acetate (2 mL) and added dry hydrogen chloride in ethyl acetate twice (3.5 M, 3 mL+2.5 mL). After 15 min the mixture was concentrated to dryness and co-evaporated three times from toluene (3×5 mL). The residue was added toluene (2.5 mL) and flushed with nitrogen for about 10 min, before diphosgene (0.43 mL) was added. Then the mixture was gently refluxed for 1 hour under a nitrogen atmosphere. The mixture was cooled and concentrat... Reaction SMILES: [C:1]([C:5]1[CH:6]=[C:7]([CH:9]=[CH:10][CH:11]=1)[NH2:8])([CH3:4])([CH3:3])[CH3:2].Cl.[C:13](OCC)(=[O:15])C>>[C:1]([C:5]1[CH:6]=[C:7]([N:8]=[C:13]=[O:15])[CH:9]=[CH:10][CH:11]=1)([CH3:4])([CH3:2])[CH3:3]. Starting materials: CN(C=CC1=C(C=C(C(=O)OC)C=C1)[N+](=O)[O-])C (methyl 4-(2-dimethylaminovinyl)-3-nitrobenzoate), I(=O)(=O)(=O)[O-].[Na+] (sodium metaperiodate). Run in O1CCCC1.O (tetrahydrofuran water), O (water), C(Cl)Cl (methylene chloride). Run at time 20 hour. Product: C(=O)C1=C(C=C(C(=O)OC)C=C1)[N+](=O)[O-] (Methyl 4-formyl-3-nitrobenzoate). As a reaction SMILES: CN(C)C=[CH:4][C:5]1[CH:14]=[CH:13][C:8]([C:9]([O:11][CH3:12])=[O:10])=[CH:7][C:6]=1[N+:15]([O-:17])=[O:16].I([O-])(=O)(=O)=[O:20].[Na+]>O1CCCC1.O.O.C(Cl)Cl>[CH:4]([C:5]1[CH:14]=[CH:13][C:8]([C:9]([O:11][CH3:12])=[O:10])=[CH:7][C:6]=1[N+:15]([O-:17])=[O:16])=[O:20] |f:1.2,3.4|. Reported procedure: 1.2 g (4.8 mmol) of methyl 4-(2-dimethylaminovinyl)-3-nitrobenzoate were dissolved in 120 mL of tetrahydrofuran/water (1:1) and after the addition of 3.0 g (14.3 mmol) of sodium metaperiodate the mixture was stirred for 20 hours at ambient temperature. The suspension was then diluted with water and methylene chloride and extracted with methylene chloride. The combined organic extracts were washed with sodium hydrogen carbonate solution, dried, and evaporated down. The residue was chromatographed... The reactants are C(C)OC=1C=C(CC2=NC(=NO2)C2=C3CCC(C3=CC=C2)O)C=CC1OCC (4-(5-(3,4-diethoxybenzyl)-1,2,4-oxadiazol-3-yl)-2,3-dihydro-1H-inden-1-ol), N[C@@H](CO)C ((R)-2-aminopropan-1-ol). Yields the product C(C)OC=1C=C(CC2=NC(=NO2)C2=C3CCC(C3=CC=C2)N[C@@H](CO)C)C=CC1OCC ((2R)-2-((4-(5-(3,4-diethoxybenzyl)-1,2,4-oxadiazol-3-yl)-2,3-dihydro-1H-inden-1-yl)amino)propan-1-ol). RXN SMILES: [CH2:1]([O:3][C:4]1[CH:5]=[C:6]([CH:23]=[CH:24][C:25]=1[O:26][CH2:27][CH3:28])[CH2:7][C:8]1[O:12][N:11]=[C:10]([C:13]2[CH:21]=[CH:20][CH:19]=[C:18]3[C:14]=2[CH2:15][CH2:16][CH:17]3O)[N:9]=1)[CH3:2].[NH2:29][C@H:30]([CH3:33])[CH2:31][OH:32]>>[CH2:1]([O:3][C:4]1[CH:5]=[C:6]([CH:23]=[CH:24][C:25]=1[O:26][CH2:27][CH3:28])[CH2:7][C:8]1[O:12][N:11]=[C:10]([C:13]2[CH:21]=[CH:20][CH:19]=[C:18]3[C:14]=2[CH2:15][CH2:16][CH:17]3[NH:29][C@H:30]([CH3:33])[CH2:31][OH:32])[N:9]=1)[CH3:2]. Procedure details: Prepared using General Procedure 14 from 4-(5-(3,4-diethoxybenzyl)-1,2,4-oxadiazol-3-yl)-2,3-dihydro-1H-inden-1-ol 60 and (R)-2-aminopropan-1-ol. Starting materials: C(C)(=O)SCC(C(=O)N(CC(=O)O)C1CCC2=CC(=C(C=C12)OC)OC)C (N-(3-Acetylthio-2-methylpropionyl)-N-(5,6-dimethoxy-1-indanyl)glycine). The solvent is N (ammonia). Run at time 2 hour. Product: SCC(C(=O)N(CC(=O)O)C1CCC2=CC(=C(C=C12)OC)OC)C (N-(3-mercapto-2-methylpropionyl)-N-(5,6-dimethoxy-1-indanyl)glycine). Isolated yield 738.5%. RXN SMILES: C([S:4][CH2:5][CH:6]([CH3:27])[C:7]([N:9]([CH:14]1[C:22]2[C:17](=[CH:18][C:19]([O:25][CH3:26])=[C:20]([O:23][CH3:24])[CH:21]=2)[CH2:16][CH2:15]1)[CH2:10][C:11]([OH:13])=[O:12])=[O:8])(=O)C>N>[SH:4][CH2:5][CH:6]([CH3:27])[C:7]([N:9]([CH:14]1[C:22]2[C:17](=[CH:18][C:19]([O:25][CH3:26])=[C:20]([O:23][CH3:24])[CH:21]=2)[CH2:16][CH2:15]1)[CH2:10][C:11]([OH:13])=[O:12])=[O:8]. Procedure: N-(3-Acetylthio-2-methylpropionyl)-N-(5,6-dimethoxy-1-indanyl)glycine (1.0 g) is dissolved in 50 ml of 5.5N methanolic ammonia, and the mixture is stirred at room temperature for 2 hours. The reaction mixture is concentrated at 40° C. under reduced pressure, and the residue is dissolved in 10 ml of water, made acidic with 10% hydrochloric acid, and extracted with 200 ml of ethyl acetate. The extract is washed with water, dried, and then treated with activated carbon. After ethyl acetate is disti... Reactants: BrCC(=O)C1=CC(=CC=C1)OCC (1-bromo-2-(3-ethoxyphenyl)-2-oxoethane), CN1C=NC=C1 (1-methylimidazole). Solvent: CO (methanol), C(C)#N (acetonitrile). Reaction conditions: time 18 hour. Product: [Br-].C[NH+]1CN(C=C1)CC(=O)C1=CC(=CC=C1)OCC (1-methyl-3-[2-(3-ethoxyphenyl)-2-oxoethyl]-1H-imidazolium bromide). Yield: 6.9%. Reaction SMILES: [Br:1][CH2:2][C:3]([C:5]1[CH:10]=[CH:9][CH:8]=[C:7]([O:11][CH2:12][CH3:13])[CH:6]=1)=[O:4].[CH3:14][N:15]1[CH:19]=[CH:18][N:17]=[CH:16]1>C(#N)C.CO>[Br-:1].[CH3:14][NH+:15]1[CH:19]=[CH:18][N:17]([CH2:2][C:3]([C:5]2[CH:10]=[CH:9][CH:8]=[C:7]([O:11][CH2:12][CH3:13])[CH:6]=2)=[O:4])[CH2:16]1 |f:4.5|. Procedure: A solution of 2.9 g (0.012 mol) of 1-bromo-2-(3-ethoxyphenyl)-2-oxoethane in 20 ml of acetonitrile was combined with 1.03 g (0.013 mol) of 1-methylimidazole and the resulting mixture was stirred at room temperature for approximately 18 hours. The mixture was diluted with methanol and the volatiles were evaporated under reduced pressure to a volume of approximately 15 ml. This solution was diluted with ethyl acetate and the precipitated brown solid was collected by filtration. The collected solid... Reported procedure: To a solution of 5-benzofurancarbonitrile (Japanese Patent Unexamined Publication No. 9-124,631) (1.30 g) in tetrahydrofuran (5 ml) was added 0.87 M methyl magnesium bromide-tetrahydrofuran solution (21 ml), and the resulting mixture was heated under reflux for 4 hours under a nitrogen atmosphere. The reaction mixture was acidified with conc. sulfuric acid and water was added thereto, after which the resulting mixture was subjected to extraction with diethyl ether. The extract solution was washe... The product is O1C=CC2=C1C=CC(=C2)C(C)=O (1-benzofuran-5-yl-ethanone). Reactants: O1C=CC2=C1C=CC(=C2)C#N (5-benzofurancarbonitrile), O (water), S(O)(O)(=O)=O (sulfuric acid), C[Mg]Br.O1CCCC1 (methyl magnesium bromide tetrahydrofuran). As a reaction SMILES: [O:1]1[C:5]2[CH:6]=CC(C#N)=[CH:9][C:4]=2[CH:3]=[CH:2]1.C[Mg]Br.[O:15]1[CH2:19][CH2:18][CH2:17][CH2:16]1.S(=O)(=O)(O)O.O>O1CCCC1>[O:15]1[C:19]2[CH:2]=[CH:3][C:4]([C:5](=[O:1])[CH3:6])=[CH:9][C:18]=2[CH:17]=[CH:16]1 |f:1.2|. Run in O1CCCC1 (tetrahydrofuran). Reactants: [H-], Ic1ccnc2[nH]ncc12, Nc1cccc2cc(O)ccc12, [Na+], CN(C)C=O. Product: Nc1cccc2cc(Oc3ccnc4[nH]ncc34)ccc12. Reaction SMILES: [H-:13].[I:15][c:16]1[c:17]2[c:18]([n:19][cH:20][cH:21]1)[nH:22][n:23][cH:24]2.[NH2:1][c:2]1[c:3]2[cH:4][cH:5][c:6]([OH:12])[cH:7][c:8]2[cH:9][cH:10][cH:11]1.[Na+:14].[O:25]=[CH:26][N:27]([CH3:28])[CH3:29]>>[NH2:1][c:2]1[c:3]2[cH:4][cH:5][c:6]([O:12][c:16]3[c:17]4[c:18]([n:19][cH:20][cH:21]3)[nH:22][n:23][cH:24]4)[cH:7][c:8]2[cH:9][cH:10][cH:11]1.